This data is from the Open Reaction Database (ORD), a public repository of structured organic reaction records. The task is: describe an organic reaction: reactants, conditions, products, and yield The reactants are C[Si](C)(C)CCOC(=O)CCC(=O)c1cn(-c2nc(N3CCCCC3)nc(N3CCc4ccccc43)n2)c2ccc(Cl)cc12, ClCCl, O=C(O)C(F)(F)F. Yields the product O=C(O)CCC(=O)c1cn(-c2nc(N3CCCCC3)nc(N3CCc4ccccc43)n2)c2ccc(Cl)cc12. Reaction SMILES: [CH3:1][Si:2]([CH3:3])([CH3:4])[CH2:43][CH2:44][O:5][C:6]([CH2:7][CH2:8][C:9](=[O:10])[c:11]1[cH:12][n:13](-[c:21]2[n:22][c:23]([N:36]3[CH2:37][CH2:38][CH2:39][CH2:40][CH2:41]3)[n:24][c:25]([N:27]3[CH2:28][CH2:29][c:30]4[cH:31][cH:32][cH:33][cH:34][c:35]43)[n:26]2)[c:14]2[cH:15][cH:16][c:17]([Cl:20])[cH:18][c:19]12)=[O:42].[Cl:52][CH2:53][Cl:54].[OH:45][C:46]([C:47]([F:48])([F:49])[F:50])=[O:51]>>[O:5]=[C:6]([CH2:7][CH2:8][C:9](=[O:10])[c:11]1[cH:12][n:13](-[c:21]2[n:22][c:23]([N:36]3[CH2:37][CH2:38][CH2:39][CH2:40][CH2:41]3)[n:24][c:25]([N:27]3[CH2:28][CH2:29][c:30]4[cH:31][cH:32][cH:33][cH:34][c:35]43)[n:26]2)[c:14]2[cH:15][cH:16][c:17]([Cl:20])[cH:18][c:19]12)[OH:42]. The reactants are CC(C)=NO (acetone oxime), CC(C)([O-])C.[K+] (potassium t-butoxide), COC=1C=CC(=C(C#N)C1)[N+](=O)[O-] (5-methoxy-2-nitro-benzonitrile). Run in CN(C)C=O (DMF), CCOCC (ether). Conditions: time 30 minute. Product: COC=1C=CC(=C(C#N)C1)ON=C(C)C (5-Methoxy-2-[[(1-methylethylidene)amino]oxy]benzonitrile). The yield is 12.5%. Reaction SMILES: [CH3:1][C:2](=[N:4][OH:5])[CH3:3].CC(C)([O-])C.[K+].[CH3:12][O:13][C:14]1[CH:15]=[CH:16][C:17]([N+]([O-])=O)=[C:18]([CH:21]=1)[C:19]#[N:20]>CN(C=O)C.CCOCC>[CH3:12][O:13][C:14]1[CH:15]=[CH:16][C:17]([O:5][N:4]=[C:2]([CH3:3])[CH3:1])=[C:18]([CH:21]=1)[C:19]#[N:20] |f:1.2|. Procedure details: In 400 ml of DMF was dissolved acetone oxime (34.5 g) followed by potassium t-butoxide (51 g). After this mixture had stirred for 30 minutes, 5-methoxy-2-nitro-benzonitrile (70 g) was added. After stirring overnight, the reaction was diluted with ether (~4 L) and filtered. The filtrate was washed with ethyl acetate and combined organics were washed with water (3×1.5 L), dried (MgSO4) and concentrated in vacuo. Preparative liquid chromatography (silica gel) eluting with 4:1 heptane/EtOAc yielded ... Reactants: CCOC(=O)C1C(C(O)C(Cl)(Cl)C(F)(F)F)C1(C)C, CC(=O)OC(C)=O, c1ccncc1. Yields the product CCOC(=O)C1C(C(OC(C)=O)C(Cl)(Cl)C(F)(F)F)C1(C)C. RXN SMILES: [CH3:1][C:2]1([CH3:19])[CH:3]([C:14](=[O:15])[O:16][CH2:17][CH3:18])[CH:4]1[CH:5]([C:6]([C:7]([F:8])([F:9])[F:10])([Cl:11])[Cl:12])[OH:13].[CH3:20][C:21](=[O:22])[O:23][C:24](=[O:25])[CH3:26].[cH:27]1[cH:28][cH:29][n:30][cH:31][cH:32]1>>[CH3:1][C:2]1([CH3:19])[CH:3]([C:14](=[O:15])[O:16][CH2:17][CH3:18])[CH:4]1[CH:5]([C:6]([C:7]([F:8])([F:9])[F:10])([Cl:11])[Cl:12])[O:13][C:21]([CH3:20])=[O:22]. Starting materials: [Si](C)(C)(C(C)(C)C)O[C@H](C1CCN(CC1)C1=CC=C(C(=O)O)C=C1)C1=C(C=CC(=C1)Cl)C1=CC=CC=C1 ((R)-4-(4-((tert-butyldimethylsilyloxy)(4-chlorobiphenyl-2-yl)methyl)piperidin-1-yl)benzoic acid), [Si](C)(C)(C(C)(C)C)O[C@H](C1CCN(CC1)C1=CC=C(C(=O)O)C=C1)C1=C(C=CC(=C1)Cl)C1=CC=CC=C1 ((R)-4-(4-((tert-butyldimethylsilyloxy)(4-chlorobiphenyl-2-yl)methyl)piperidin-1-yl)benzoic acid), [Si](C1=CC=CC=C1)(C1=CC=CC=C1)(C(C)(C)C)OCCN(CC[C@H](CSC1=CC=CC=C1)NC1=C(C=C(C=C1)S(=O)(=O)N)S(=O)(=O)C(F)(F)F)CC ((R)-4-(4-((2-(tert-butyldiphenylsilyloxy)ethyl)(ethyl)amino)-1-(phenylthio)butan-2-yl amino)-3-(trifluoromethylsulfonyl)benzenesulfonamide), [Si](C1=CC=CC=C1)(C1=CC=CC=C1)(C(C)(C)C)OCCN(CC[C@H](CSC1=CC=CC=C1)NC1=C(C=C(C=C1)S(=O)(=O)N)S(=O)(=O)C(F)(F)F)CC ((R)-4-(4-((2-(tert-butyldiphenylsilyloxy)ethyl)(ethyl)amino)-1-(phenylthio)butan-2-yl amino)-3-(trifluoromethylsulfonyl)benzenesulfonamide), C(CCl)Cl (EDC). Reaction SMILES: [Si:1]([O:8][C@@H:9]([C:25]1[CH:30]=[C:29](Cl)[CH:28]=[CH:27][C:26]=1[C:32]1[CH:37]=[CH:36][CH:35]=[CH:34][CH:33]=1)[CH:10]1[CH2:15][CH2:14][N:13]([C:16]2[CH:24]=[CH:23][C:19]([C:20]([OH:22])=O)=[CH:18][CH:17]=2)[CH2:12][CH2:11]1)([C:4]([CH3:7])([CH3:6])[CH3:5])([CH3:3])[CH3:2].[Si:38]([O:55][CH2:56][CH2:57][N:58]([CH2:88][CH3:89])[CH2:59][CH2:60][C@@H:61]([NH:70][C:71]1[CH:76]=[CH:75][C:74]([S:77]([NH2:80])(=[O:79])=[O:78])=[CH:73][C:72]=1[S:81]([C:84]([F:87])([F:86])[F:85])(=[O:83])=[O:82])[CH2:62][S:63][C:64]1[CH:69]=[CH:68][CH:67]=[CH:66][CH:65]=1)([C:51]([CH3:54])([CH3:53])[CH3:52])([C:45]1[CH:50]=[CH:49][CH:48]=[CH:47][CH:46]=1)[C:39]1[CH:44]=[CH:43][CH:42]=[CH:41][CH:40]=1.C(Cl)C[Cl:92]>CN(C1C=CN=CC=1)C>[Si:1]([O:8][C@@H:9]([C:25]1[CH:30]=[CH:29][CH:28]=[CH:27][C:26]=1[C:32]1[CH:37]=[CH:36][C:35]([Cl:92])=[CH:34][CH:33]=1)[CH:10]1[CH2:11][CH2:12][N:13]([C:16]2[CH:24]=[CH:23][C:19]([C:20]([NH:80][S:77]([C:74]3[CH:75]=[CH:76][C:71]([NH:70][C@H:61]([CH2:60][CH2:59][N:58]([CH2:57][CH2:56][O:55][Si:38]([C:51]([CH3:52])([CH3:54])[CH3:53])([C:39]4[CH:40]=[CH:41][CH:42]=[CH:43][CH:44]=4)[C:45]4[CH:50]=[CH:49][CH:48]=[CH:47][CH:46]=4)[CH2:88][CH3:89])[CH2:62][S:63][C:64]4[CH:69]=[CH:68][CH:67]=[CH:66][CH:65]=4)=[C:72]([S:81]([C:84]([F:86])([F:87])[F:85])(=[O:82])=[O:83])[CH:73]=3)(=[O:78])=[O:79])=[O:22])=[CH:18][CH:17]=2)[CH2:14][CH2:15]1)([C:4]([CH3:7])([CH3:5])[CH3:6])([CH3:3])[CH3:2]. Yields the product [Si](C)(C)(C(C)(C)C)O[C@H](C1CCN(CC1)C1=CC=C(C(=O)NS(=O)(=O)C2=CC(=C(C=C2)N[C@@H](CSC2=CC=CC=C2)CCN(CC)CCO[Si](C2=CC=CC=C2)(C2=CC=CC=C2)C(C)(C)C)S(=O)(=O)C(F)(F)F)C=C1)C1=C(C=CC=C1)C1=CC=C(C=C1)Cl (4-(4-((R)-(tert-butyldimethylsilyloxy)(4′-chlorobiphenyl-2-yl)methyl)piperidin-1-yl)-N-(4-((R)-4-((2-(tert-butyldiphenylsilyloxy)ethyl)(ethyl)amino)-1-(phenylthio)butan-2-ylamino)-3-(trifluoromethylsulfonyl)phenylsulfonyl)benzamide). Isolated yield 39.5%. Procedure details: (R)-4-(4-((tert-butyldimethylsilyloxy)(4′-chlorobiphenyl-2-yl)methyl)piperidin-1-yl)benzoic acid (INTERMEDIATE 13, 160 mg, 0.3 mmol), (R)-4-(4-((2-(tert-butyldiphenylsilyloxy)ethyl)(ethyl)amino)-1-(phenylthio)butan-2-yl amino)-3-(trifluoromethylsulfonyl)benzenesulfonamide (INTERMEDIATE 25, 216 mg, 0.27 mmol), DMAP (100 mg, 0.82 mmol), and EDC (104 mg, 0.54 mmol) were placed in a 50 ml flask and flushed with nitrogen. DCM (3 ml) was added, and the solution was stirred at room temperature overnigh... Conditions: time 8 hour. Reagents/catalysts: CN(C)C=1C=CN=CC1 (DMAP).